Dataset: the Open Reaction Database (ORD), a public repository of structured organic reaction records. Task: describe an organic reaction: reactants, conditions, products, and yield The reactants are ClC1=C(C=CC=C1)C1=NCC=2N(C3=C1C=C(S3)I)C(=NN2)C (4-(2-chlorophenyl)-2-iodo-9-methyl-6H-thieno-[3,2-f][1,2,4]triazolo[4,3-a][4,1]diazepine), C(#C)C1(OC2=C(CC1)C(=C(C(=C2C)C)O)C)C (rac-2-ethynyl-3,4-dihydro-2,5,7,8-tetramethyl-2H-1-benzopyran-6-ol), C(C)O (ethanol). The solvent is C(Cl)Cl (methylene chloride). Yields the product ClC1=C(C=CC=C1)C1=NCC=2N(C3=C1C=C(S3)C#CC3(OC1=C(CC3)C(=C(C(=C1C)C)O)C)C)C(=NN2)C (rac-2-{[4-(2-chlorophenyl)-9-methyl-6H-thieno[3,2-f][1,2,4]triazolo[4,3-a][4,1]diazepin-2-yl]ethynyl}-3,4-dihydro-2,5,7,8-tetramethyl-2H-1-benzopyran-6-ol). RXN SMILES: [Cl:1][C:2]1[CH:7]=[CH:6][CH:5]=[CH:4][C:3]=1[C:8]1[C:14]2[CH:15]=[C:16](I)[S:17][C:13]=2[N:12]2[C:19]([CH3:22])=[N:20][N:21]=[C:11]2[CH2:10][N:9]=1.[C:23]([C:25]1([CH3:39])[CH2:30][CH2:29][C:28]2[C:31]([CH3:38])=[C:32]([OH:37])[C:33]([CH3:36])=[C:34]([CH3:35])[C:27]=2[O:26]1)#[CH:24].C(O)C>C(Cl)Cl>[Cl:1][C:2]1[CH:7]=[CH:6][CH:5]=[CH:4][C:3]=1[C:8]1[C:14]2[CH:15]=[C:16]([C:24]#[C:23][C:25]3([CH3:39])[CH2:30][CH2:29][C:28]4[C:31]([CH3:38])=[C:32]([OH:37])[C:33]([CH3:36])=[C:34]([CH3:35])[C:27]=4[O:26]3)[S:17][C:13]=2[N:12]2[C:19]([CH3:22])=[N:20][N:21]=[C:11]2[CH2:10][N:9]=1. Procedure: The title compound was obtained by coupling 4-(2-chlorophenyl)-2-iodo-9-methyl-6H-thieno-[3,2-f][1,2,4]triazolo[4,3-a][4,1]diazepine with rac-2-ethynyl-3,4-dihydro-2,5,7,8-tetramethyl-2H-1-benzopyran-6-ol under the conditions described in Example 37. The product was isolated by chromatography over the 50-fold amount of silica gel using 5% (v/v) of ethanol in methylene chloride. The combined clean fractions were evaporated and the residue was crystallized from ethyl acetate to give colorless crys...